This data is from the Open Reaction Database (ORD), a public repository of structured organic reaction records. The task is: describe an organic reaction: reactants, conditions, products, and yield Reactants: C(C)(C)(C)OC(=O)N1CCC(CC1)C(NC1=CC(=CC=C1)OC1=CC=C(C=C1)F)=O (4-[3-(4-fluoro-phenoxy)-phenylcarbamoyl]-piperidine-1-carboxylic acid tert-butyl ester), Cl (HCl). The solvent is O1CCOCC1 (dioxane). Reaction conditions: time 8 hour. Yields the product Cl.FC1=CC=C(OC=2C=C(C=CC2)NC(=O)C2CCNCC2)C=C1 (piperidine-4-carboxylic acid [3-(4-fluoro-phenoxy)-phenyl]-amide hydrochloride). Yield: 96.0%. As a reaction SMILES: C(OC([N:8]1[CH2:13][CH2:12][CH:11]([C:14](=[O:30])[NH:15][C:16]2[CH:21]=[CH:20][CH:19]=[C:18]([O:22][C:23]3[CH:28]=[CH:27][C:26]([F:29])=[CH:25][CH:24]=3)[CH:17]=2)[CH2:10][CH2:9]1)=O)(C)(C)C.[ClH:31]>O1CCOCC1>[ClH:31].[F:29][C:26]1[CH:27]=[CH:28][C:23]([O:22][C:18]2[CH:17]=[C:16]([NH:15][C:14]([CH:11]3[CH2:10][CH2:9][NH:8][CH2:13][CH2:12]3)=[O:30])[CH:21]=[CH:20][CH:19]=2)=[CH:24][CH:25]=1 |f:3.4|. Procedure details: 4-[3-(4-fluoro-phenoxy)-phenylcarbamoyl]-piperidine-1-carboxylic acid tert-butyl ester (15 g, 0.036 mol) was dissolved in 4 N HCl in dioxane (160 mL) and stirred overnight at room temperature. The volume of the reaction was reduced to remove most of the dioxane and the residue was filtered to afford piperidine-4-carboxylic acid [3-(4-fluoro-phenoxy)-phenyl]-amide hydrochloride (11.7 g, 96%) as a white solid. Reactants: C(C1=CC=CC=C1)N1C=NC=2C(=NC=3C=CC=CC3C21)Cl (1-benzyl-4-chloro-1H-imidazo[4,5-c]quinoline), N (ammonia). Yields the product C(C1=CC=CC=C1)N1C=NC=2C(=NC=3C=CC=CC3C21)N (1-benzyl-1H-imidazo[4,5-c]quinolin-4-amine). As a reaction SMILES: [CH2:1]([N:8]1[C:20]2[C:19]3[CH:18]=[CH:17][CH:16]=[CH:15][C:14]=3[N:13]=[C:12](Cl)[C:11]=2[N:10]=[CH:9]1)[C:2]1[CH:7]=[CH:6][CH:5]=[CH:4][CH:3]=1.[NH3:22]>>[CH2:1]([N:8]1[C:20]2[C:19]3[CH:18]=[CH:17][CH:16]=[CH:15][C:14]=3[N:13]=[C:12]([NH2:22])[C:11]=2[N:10]=[CH:9]1)[C:2]1[CH:7]=[CH:6][CH:5]=[CH:4][CH:3]=1. Procedure: Using the method of Example 100, 1-benzyl-4-chloro-1H-imidazo[4,5-c]quinoline (from Example 80) was reacted with ammonia to provide white solid 1-benzyl-1H-imidazo[4,5-c]quinolin-4-amine after recrystallization from N,N-dimethylformamide, m.p. 257°-259° C. Analysis: Calculated for C17H14N4: % C, 74.4; % H, 5.1; % N, 20.4; Found: % C, 74.3; % H, 5.4; % N, 20.5. Starting materials: O=C(OCc1ccc([N+](=O)[O-])cc1)N1CCC(O)CC1, O, Cc1ccc(S(=O)(=O)Cl)cc1, c1ccncc1. The product is Cc1ccc(S(=O)(=O)OC2CCN(C(=O)OCc3ccc([N+](=O)[O-])cc3)CC2)cc1. As a reaction SMILES: [N+:1](=[O:2])([O-:3])[c:4]1[cH:5][cH:6][c:7]([CH2:8][O:9][C:10](=[O:11])[N:12]2[CH2:13][CH2:14][CH:15]([OH:18])[CH2:16][CH2:17]2)[cH:19][cH:20]1.[OH2:38].[c:21]1([CH3:31])[cH:22][cH:23][c:24]([S:27](=[O:28])(=[O:29])[Cl:30])[cH:25][cH:26]1.[cH:32]1[cH:33][cH:34][n:35][cH:36][cH:37]1>>[N+:1](=[O:2])([O-:3])[c:4]1[cH:5][cH:6][c:7]([CH2:8][O:9][C:10](=[O:11])[N:12]2[CH2:13][CH2:14][CH:15]([O:18][S:27]([c:24]3[cH:23][cH:22][c:21]([CH3:31])[cH:26][cH:25]3)(=[O:28])=[O:29])[CH2:16][CH2:17]2)[cH:19][cH:20]1.